This data is from the Open Reaction Database (ORD), a public repository of structured organic reaction records. The task is: describe an organic reaction: reactants, conditions, products, and yield Starting materials: CO, Cc1cc(C)c(C(CO)c2ccc(Br)cc2)c(O)c1C. The product is Cc1cc(C)c2c(c1C)OCC2c1ccc(Br)cc1. RXN SMILES: [CH3:21][OH:22].[OH:1][CH2:2][CH:3]([c:4]1[cH:5][cH:6][c:7]([Br:10])[cH:8][cH:9]1)[c:11]1[c:12]([OH:20])[c:13]([CH3:19])[c:14]([CH3:18])[cH:15][c:16]1[CH3:17]>>[CH2:2]1[CH:3]([c:4]2[cH:5][cH:6][c:7]([Br:10])[cH:8][cH:9]2)[c:11]2[c:12]([c:13]([CH3:19])[c:14]([CH3:18])[cH:15][c:16]2[CH3:17])[O:20]1. The reactants are C1(CCCC1)N1C2=C(C3=C1N=C(N=C3)N)C=CN=C2F (9-Cyclopentyl-8-fluoro-9H-pyrido[4′,3′:4,5]pyrrolo[2,3-d]pyrimidin-2-amine), O (water), FC(C(=O)O)(F)F (trifluoroacetic acid). The solvent is C(=O)([O-])[O-].[K+].[K+] (K2CO3). Run at time 2 hour. Product: C1(CCCC1)N1C2=C(C3=C1N=C(N=C3)NC3=CC=C(C=N3)N3CCC(CC3)=O)C=CN=C2F (1-(6-((9-Cyclopentyl-8-fluoro-9H-pyrido[4′,3′:4,5]pyrrolo[2,3-d]pyrimidin-2-yl)amino)-3-pyridinyl)-4-piperidinone). Isolated yield 170.8%. Reaction SMILES: [CH:1]1([N:6]2[C:10]3[N:11]=[C:12]([NH2:15])[N:13]=[CH:14][C:9]=3[C:8]3[CH:16]=[CH:17][N:18]=[C:19]([F:20])[C:7]2=3)[CH2:5][CH2:4][CH2:3][CH2:2]1.O.F[C:23](F)(F)[C:24]([OH:26])=O>C([O-])([O-])=O.[K+].[K+]>[CH:1]1([N:6]2[C:10]3[N:11]=[C:12]([NH:15][C:17]4[N:18]=[CH:19][C:7]([N:6]5[CH2:10][CH2:23][C:24](=[O:26])[CH2:2][CH2:1]5)=[CH:8][CH:16]=4)[N:13]=[CH:14][C:9]=3[C:8]3[CH:16]=[CH:17][N:18]=[C:19]([F:20])[C:7]2=3)[CH2:2][CH2:3][CH2:4][CH2:5]1 |f:3.4.5|. Reported procedure: Compound 245 (200 mg, 0.41 mmol) was dissolved in a solution of water (0.150 mL, 8.33 mmol) in trifluoroacetic acid (3.00 mL, 38.9 mmol). The solution was stirred at room temperature for 2 hours and then poured into aqueous K2CO3 (10%, 30 mL). This was extracted with dichloromethane+10% methanol (3×30 mL), and the combined organics were dried (MgSO4) and evaporated to give a yellow solid. Silica gel chromatography (gradient elution hexanes+2.5% TEA/50-100% ethyl acetate+2.5% TEA) afforded compou... Reactants: C[P+](C)(C)CC#N, CCC#N, CCN(C(C)C)C(C)C, Clc1ccc(C2CCNCC2)cc1, Cl, [I-], O, O=C1Nc2cc(CO)cnc2N2CCSCC12. Yields the product O=C1Nc2cc(CN3CCC(c4ccc(Cl)cc4)CC3)cnc2N2CCSCC12. As a reaction SMILES: [C:19]([CH2:20][P+:21]([CH3:22])([CH3:23])[CH3:24])#[N:25].[C:49](#[N:50])[CH2:51][CH3:52].[CH2:26]([N:27]([CH:28]([CH3:29])[CH3:30])[CH:31]([CH3:32])[CH3:33])[CH3:34].[Cl:36][c:37]1[cH:38][cH:39][c:40]([CH:43]2[CH2:44][CH2:45][NH:46][CH2:47][CH2:48]2)[cH:41][cH:42]1.[ClH:35].[I-:18].[OH2:53].[OH:1][CH2:2][c:3]1[cH:4][c:5]2[c:10]([n:11][cH:12]1)[N:9]1[CH:8]([C:7](=[O:17])[NH:6]2)[CH2:16][S:15][CH2:14][CH2:13]1>>[CH2:2]([c:3]1[cH:4][c:5]2[c:10]([n:11][cH:12]1)[N:9]1[CH:8]([C:7](=[O:17])[NH:6]2)[CH2:16][S:15][CH2:14][CH2:13]1)[N:46]1[CH2:45][CH2:44][CH:43]([c:40]2[cH:39][cH:38][c:37]([Cl:36])[cH:42][cH:41]2)[CH2:48][CH2:47]1. The reactants are S(=O)(Cl)Cl (thionyl chloride), C1(=CC=CC=C1)C1=NOC(=C1)C(=O)O (3-phenylisoxazole-5-carboxylic acid), S(=O)(Cl)Cl (thionyl chloride). Run in CN(C=O)C (dimethylformamide). Product: C1(=CC=CC=C1)C1=NOC(=C1)C(=O)Cl (3-phenylisoxazole-5-carboxylic acid chloride). RXN SMILES: S(Cl)([Cl:3])=O.[C:5]1([C:11]2[CH:15]=[C:14]([C:16]([OH:18])=O)[O:13][N:12]=2)[CH:10]=[CH:9][CH:8]=[CH:7][CH:6]=1>CN(C)C=O>[C:5]1([C:11]2[CH:15]=[C:14]([C:16]([Cl:3])=[O:18])[O:13][N:12]=2)[CH:10]=[CH:9][CH:8]=[CH:7][CH:6]=1. Procedure: Added to 500 g (4.2 mol) of thionyl chloride were 110 g (0.58 mol) of 3-phenylisoxazole-5-carboxylic acid prepared above in the procedure (2), followed by the further addition of 2 ml of dimethylformamide. The resulting mixture was heated under reflux for 3 hours. After completion of the reaction, thionyl chloride was distilled off under reduced pressure, followed by the addition of 500 ml of benzene. When the mixture thus obtained was distilled under reduced pressure, the title compound, i.e., ...